This data is from the Open Reaction Database (ORD), a public repository of structured organic reaction records. The task is: describe an organic reaction: reactants, conditions, products, and yield The reactants are FC1=C(C=C(C(=C1)[N+](=O)[O-])F)O (2.5-difluoro-4-nitro-phenol), C([O-])([O-])=O.[K+].[K+] (potassium carbonate), C(C=C)Br (allyl bromide). Run in C(C)#N (acetonitrile). The product is C(C=C)OC1=CC(=C(C=C1F)[N+](=O)[O-])F (4-allyloxy-2,5 difluoro nitrobenzene). The yield is 44.2%. As a reaction SMILES: [F:1][C:2]1[CH:7]=[C:6]([N+:8]([O-:10])=[O:9])[C:5]([F:11])=[CH:4][C:3]=1[OH:12].C(=O)([O-])[O-].[K+].[K+].[CH2:19](Br)[CH:20]=[CH2:21]>C(#N)C>[CH2:21]([O:12][C:3]1[C:2]([F:1])=[CH:7][C:6]([N+:8]([O-:10])=[O:9])=[C:5]([F:11])[CH:4]=1)[CH:20]=[CH2:19] |f:1.2.3|. Procedure: The product of step (a) (3.4 g, 20 mmol), 50 ml acetonitrile, 3.3 g potassium carbonate and 3 g allyl bromide were combined, heated to reflux for one hour and stripped. The mixture was extracted with dichloromethane, treated with water and separated. The organics were dried over magnesium sulfate and stripped to yield 1.9 g of 4-allyloxy-2,5 difluoro nitrobenzene product. Reactants: [Cl-], O=C1N(c2ccccc2CO)CC1(F)F, C=S(=O)=O, Cc1cccc(C)n1. The product is CS(=O)(=O)OCc1ccccc1N1CC(F)(F)C1=O. As a reaction SMILES: [Cl-:16].[OH:1][CH2:2][c:3]1[c:4]([N:9]2[C:10](=[O:15])[C:11]([F:13])([F:14])[CH2:12]2)[cH:5][cH:6][cH:7][cH:8]1.[S:17](=[O:18])(=[O:19])=[CH2:20].[n:21]1[c:22]([CH3:23])[cH:24][cH:25][cH:26][c:27]1[CH3:28]>>[O:1]([CH2:2][c:3]1[c:4]([N:9]2[C:10](=[O:15])[C:11]([F:13])([F:14])[CH2:12]2)[cH:5][cH:6][cH:7][cH:8]1)[S:17](=[O:18])(=[O:19])[CH3:20]. Reactants: CN1C(=CC=C1)C(C(C#N)C(=O)OCC)=O (1-methyl-β-oxo-α-ethoxycarbonyl-2-pyrrolepropionitrile), NC=1C=NC=CC1 (3-aminopyridine). Solvent: C=1(C(=CC=CC1)C)C (xylene). The product is O=C(C(C#N)C(NC=1C=NC=CC1)=O)C=1N(C=CC1)C (β-oxo-α-(3-pyridylcarbamoyl)-β-(1-methyl-2-pyrrolyl)propionitrile). Reaction SMILES: [CH3:1][N:2]1[CH:6]=[CH:5][CH:4]=[C:3]1[C:7](=[O:16])[CH:8]([C:11]([O:13]CC)=O)[C:9]#[N:10].[NH2:17][C:18]1[CH:19]=[N:20][CH:21]=[CH:22][CH:23]=1>C1(C)C(C)=CC=CC=1>[O:16]=[C:7]([C:3]1[N:2]([CH3:1])[CH:6]=[CH:5][CH:4]=1)[CH:8]([C:11](=[O:13])[NH:17][C:18]1[CH:19]=[N:20][CH:21]=[CH:22][CH:23]=1)[C:9]#[N:10]. Procedure details: The mixture of 1.1 g of 1-methyl-β-oxo-α-ethoxycarbonyl-2-pyrrolepropionitrile (U.S. Pat. No. 4,256,759), 1.2 g of 3-aminopyridine and 60 ml of xylene, is refluxed for 41/2 hours. After standing and cooling to room temperature overnight, the solution is filtered, evaporated and the residue is purified to yield β-oxo-α-(3-pyridylcarbamoyl)-β-(1-methyl-2-pyrrolyl)propionitrile. Reactants: FC1=CC=C(C=C1)C(N1CCN(CC1)C\C=C/COCC(=O)O)C1=CC=C(C=C1)F ({4-{4-[bis-(4-fluorophenyl)methyl]-piperazin-1-yl}-(Z)-but-2-enyloxy}acetic acid), Cl (HCl), C(C)O (ethanol). Conditions: temperature 27.5 celsius, time 4 hour. Yields the product Cl.Cl.C(C)OC(COC\C=C/CN1CCN(CC1)C(C1=CC=C(C=C1)F)C1=CC=C(C=C1)F)=O ({4-{4-[Bis-(4-fluorophenyl)methyl]-piperazin-1-yl}-(Z)-but-2-enyloxy}acetic acid ethyl ester dihydrochloride). As a reaction SMILES: [F:1][C:2]1[CH:7]=[CH:6][C:5]([CH:8]([C:24]2[CH:29]=[CH:28][C:27]([F:30])=[CH:26][CH:25]=2)[N:9]2[CH2:14][CH2:13][N:12]([CH2:15]/[CH:16]=[CH:17]\[CH2:18][O:19][CH2:20][C:21]([OH:23])=[O:22])[CH2:11][CH2:10]2)=[CH:4][CH:3]=1.[ClH:31].[CH2:32](O)[CH3:33]>>[ClH:31].[ClH:31].[CH2:32]([O:22][C:21](=[O:23])[CH2:20][O:19][CH2:18]/[CH:17]=[CH:16]\[CH2:15][N:12]1[CH2:13][CH2:14][N:9]([CH:8]([C:24]2[CH:25]=[CH:26][C:27]([F:30])=[CH:28][CH:29]=2)[C:5]2[CH:6]=[CH:7][C:2]([F:1])=[CH:3][CH:4]=2)[CH2:10][CH2:11]1)[CH3:33] |f:3.4.5|. Procedure: To a stirred solution of {4-{4-[bis-(4-fluorophenyl)methyl]-piperazin-1-yl}-(Z)-but-2-enyloxy}acetic acid (1.0 g, 0.0024 mol) in ethanol (20 ml), is added a solution of anhydrous ethanolic HCl till pH is 1-2. The solution is refluxed for around 2 hrs, cooled to 25-30° C. and stirred for 4 hrs. The crystallized solid is filtered, washed with ethanol (2×5 ml), and dried in oven at 60-65° C. to get the product. Reactants: C([O-])([O-])=O.[K+].[K+] (potassium carbonate), BrCC(=O)OC(C)(C)C (tert-butyl bromoacetate), C(C)(C)(C)OC(=O)N1CCC(CC1)N1C([C@H](CC1)NS(=O)(=O)C1=CC2=CC=C(C=C2C=C1)Cl)=O ((S)-4-[3-(6-Chloro-naphthalene-2-sulfonylamino)-2-oxo-pyrrolidin-1-yl]-piperidine-1-carboxylic acid tert-butyl ester), CN(C)C=O (DMF). Conditions: time 2 hour. Product: ClC=1C=C2C=CC(=CC2=CC1)S(=O)(=O)N([C@@H]1C(N(CC1)C1CCN(CC1)C(C)C)=O)CC(=O)O ((S)-{(6-Chloro-naphthalene-2-sulfonyl)-[1-(1-isopropyl-piperidin-4-yl)-2-oxo-pyrrolidin-3-yl]-amino}-acetic acid). As a reaction SMILES: C(OC([N:8]1[CH2:13][CH2:12][CH:11]([N:14]2[CH2:18][CH2:17][C@H:16]([NH:19][S:20]([C:23]3[CH:32]=[CH:31][C:30]4[C:25](=[CH:26][CH:27]=[C:28]([Cl:33])[CH:29]=4)[CH:24]=3)(=[O:22])=[O:21])[C:15]2=[O:34])[CH2:10][CH2:9]1)=O)(C)(C)C.[C:35](=[O:38])([O-])[O-:36].[K+].[K+].BrCC(O[C:46](C)([CH3:48])[CH3:47])=O.[CH3:50]N(C=O)C>>[Cl:33][C:28]1[CH:29]=[C:30]2[C:25](=[CH:26][CH:27]=1)[CH:24]=[C:23]([S:20]([N:19]([CH2:50][C:35]([OH:36])=[O:38])[C@H:16]1[CH2:17][CH2:18][N:14]([CH:11]3[CH2:12][CH2:13][N:8]([CH:46]([CH3:48])[CH3:47])[CH2:9][CH2:10]3)[C:15]1=[O:34])(=[O:21])=[O:22])[CH:32]=[CH:31]2 |f:1.2.3|. Procedure details: To a mixture of 4-[3-(6-chloro-naphthalene-2-sulfonylamino)-2-oxo-pyrrolidin-1-yl]-piperidine-1-carboxylic acid tert-butyl ester (example 19, 57 mg, 0.11 mmol) in DMF (3.0 mL) at 0° C. were added potassium carbonate (50 mg) and tert-butyl bromoacetate (0.1 mL). After stirring for 2 hr, the mixture was filtered. The filtrate was purified by HPLC (60% to 100% acetonitril/water gradient) and the desired product was obtained as a solid. LC-MS found: (M+1)+=622.54. Yields the product CNS(=O)(=O)CC1=CC=C(C=C1)NC1=NC2=CC=C(C=C2C(=N1)NC1=CC=CC=C1)OC (N-methyl-[4-(6-methoxy-4-phenylamino-quinazolin-2-ylamino)-phenyl]-methanesulfonamide). The reactants are ClC1=NC2=CC=C(C=C2C(=N1)NC1=CC=CC=C1)OC (2-chloro-6-methoxy-4-phenylamino-quinazoline), CNS(=O)(=O)CC1=CC=C(C=C1)N (N-methyl-(4-aminophenyl)-methanesulfonamide). Run in C(CC(C)C)O (isopentylalcohol), CO (methanol). Reaction SMILES: Cl[C:2]1[N:11]=[C:10]([NH:12][C:13]2[CH:18]=[CH:17][CH:16]=[CH:15][CH:14]=2)[C:9]2[C:4](=[CH:5][CH:6]=[C:7]([O:19][CH3:20])[CH:8]=2)[N:3]=1.[CH3:21][NH:22][S:23]([CH2:26][C:27]1[CH:32]=[CH:31][C:30]([NH2:33])=[CH:29][CH:28]=1)(=[O:25])=[O:24]>C(O)CC(C)C.CO>[CH3:21][NH:22][S:23]([CH2:26][C:27]1[CH:32]=[CH:31][C:30]([NH:33][C:2]2[N:11]=[C:10]([NH:12][C:13]3[CH:18]=[CH:17][CH:16]=[CH:15][CH:14]=3)[C:9]3[C:4](=[CH:5][CH:6]=[C:7]([O:19][CH3:20])[CH:8]=3)[N:3]=2)=[CH:29][CH:28]=1)(=[O:24])=[O:25]. Procedure details: A solution of 2-chloro-6-methoxy-4-phenylamino-quinazoline (1.15 g) and N-methyl-(4-aminophenyl)-methanesulfonamide (prepared as described in Tetrahedron Letters 1992, 33, 8011) (0.89 g) in 5 mL of isopentylalcohol is stirred under nitrogen at 180° C. for 20 min in a sealed vessel. The warm reaction mixture is diluted with methanol and the hydrochloride salt, which is crystallizing on cooling, is filtered off. The crude product is redissolved in ethylacetate and aqueous sodium carbonate solution... The reactants are [C@H]12N[C@@H](C[C@@H]2C1)CNC(=O)C=1C=CC=C2C1C=CO2 (benzofuran-4-carboxylic acid [(1S,3S,5S)-2-aza-bicyclo[3.1.0]hex-3-ylmethyl]-amide), CC=1SC(=C(N1)C(=O)O)C1=C(C=CC=C1)C(F)(F)F (2-methyl-5-(2-trifluoromethyl-phenyl)-thiazole-4-carboxylic acid). Product: CC=1SC(=C(N1)C(=O)N1[C@H]2C[C@H]2C[C@H]1CNC(=O)C=1C=CC=C2C1C=CO2)C2=C(C=CC=C2)C(F)(F)F (benzofuran-4-carboxylic acid {(1S,3S,5S)-2-[2-methyl-5-(2-trifluoromethyl-phenyl)-thiazole-4-carbonyl]-2-aza-bicyclo[3.1.0]hex-3-ylmethyl}-amide). As a reaction SMILES: [C@H:1]12[CH2:6][C@H:5]1[CH2:4][C@@H:3]([CH2:7][NH:8][C:9]([C:11]1[CH:12]=[CH:13][CH:14]=[C:15]3[O:19][CH:18]=[CH:17][C:16]=13)=[O:10])[NH:2]2.[CH3:20][C:21]1[S:22][C:23]([C:29]2[CH:34]=[CH:33][CH:32]=[CH:31][C:30]=2[C:35]([F:38])([F:37])[F:36])=[C:24]([C:26](O)=[O:27])[N:25]=1>>[CH3:20][C:21]1[S:22][C:23]([C:29]2[CH:34]=[CH:33][CH:32]=[CH:31][C:30]=2[C:35]([F:38])([F:36])[F:37])=[C:24]([C:26]([N:2]2[C@H:3]([CH2:7][NH:8][C:9]([C:11]3[CH:12]=[CH:13][CH:14]=[C:15]4[O:19][CH:18]=[CH:17][C:16]=34)=[O:10])[CH2:4][C@H:5]3[C@@H:1]2[CH2:6]3)=[O:27])[N:25]=1. Reported procedure: prepared by reaction of benzofuran-4-carboxylic acid [(1S,3S,5S)-2-aza-bicyclo[3.1.0]hex-3-ylmethyl]-amide with 2-methyl-5-(2-trifluoromethyl-phenyl)-thiazole-4-carboxylic acid. LC-MS (basic): tR=1.43 min; [M+H]+=526.1. The reactants are ice water, Br.ClC1=CC=C(N=N1)CN (C-(6-Chloro-pyridazin-3-yl)-methylamine Hydrobromide), BrC1=CC(=C(C=C1)[N+](=O)[O-])F (4-bromo-2-fluoro-1-nitro-benzene), CCN(C(C)C)C(C)C (DIEA). Run in CN(C)C=O (DMF). Yields the product BrC=1C=CC(=C(C1)NCC=1N=NC(=CC1)Cl)[N+](=O)[O-] ((5-Bromo-2-nitro-phenyl)-(6-chloro-pyridazin-3-ylmethyl)-amine). The yield is 99.2%. RXN SMILES: Br.[Cl:2][C:3]1[N:8]=[N:7][C:6]([CH2:9][NH2:10])=[CH:5][CH:4]=1.[Br:11][C:12]1[CH:17]=[CH:16][C:15]([N+:18]([O-:20])=[O:19])=[C:14](F)[CH:13]=1.CCN(C(C)C)C(C)C>CN(C=O)C>[Br:11][C:12]1[CH:13]=[CH:14][C:15]([N+:18]([O-:20])=[O:19])=[C:16]([NH:10][CH2:9][C:6]2[N:7]=[N:8][C:3]([Cl:2])=[CH:4][CH:5]=2)[CH:17]=1 |f:0.1|. Reported procedure: A solution of compound 10C (1.00 g, 4.46 mmol) and 4-bromo-2-fluoro-1-nitro-benzene (10D) (0.97 g, 4.40 mmol) in DMF (50 mL) with DIEA (1.30 g, 10 mmol) was stirred at 65° C. for two hours. The reaction was poured into ice/water and the solid precipitate was collected by filtration, washed with water and dried in vacuum over P2O5 overnight to give 1.5 g of desired product (10E). ESI-MS:m/z 342.9 (M+H)+.